From a dataset of the Open Reaction Database (ORD), a public repository of structured organic reaction records. describe an organic reaction: reactants, conditions, products, and yield Reactants: CC(=O)OCCCN1CCC(CO)CC1, C[N+]1([O-])CCOCC1, CCC[N+](CCC)(CCC)CCC, ClCCl, O=[Ru](=O)(=O)[O-]. The product is CC(=O)OCCCN1CCC(C=O)CC1. Reaction SMILES: [C:1]([CH3:2])(=[O:3])[O:4][CH2:5][CH2:6][CH2:7][N:8]1[CH2:9][CH2:10][CH:11]([CH2:14][OH:15])[CH2:12][CH2:13]1.[CH3:16][N+:17]1([O-:23])[CH2:18][CH2:19][O:20][CH2:21][CH2:22]1.[CH3:32][CH2:33][CH2:34][N+:35]([CH2:36][CH2:37][CH3:38])([CH2:39][CH2:40][CH3:41])[CH2:42][CH2:43][CH3:44].[Cl:24][CH2:25][Cl:26].[O-:27][Ru:28](=[O:29])(=[O:30])=[O:31]>>[C:1]([CH3:2])(=[O:3])[O:4][CH2:5][CH2:6][CH2:7][N:8]1[CH2:9][CH2:10][CH:11]([CH:14]=[O:15])[CH2:12][CH2:13]1. The reactants are ClC1=NC(=C(C(=N1)C(=C)OCC)C)COCC(F)(F)F (2-Chloro-4-(1-ethoxyvinyl)-5-methyl-6-((2,2,2-trifluoroethoxy)methyl)pyrimidine), COC=1C=C(N)C=CC1N1C=NC(=C1)C (3-methoxy-4-(4-methyl-1H-imidazol-1-yl)aniline), C1(CCCCC1)P(C1=C(C=CC=C1)C1=CC=CC=C1)C1CCCCC1 (2-(dicyclohexylphosphino)biphenyl), C([O-])([O-])=O.[Cs+].[Cs+] (cesium carbonate). The reagents and catalysts are C(C)(=O)[O-].[Pd+2].C(C)(=O)[O-] (palladium(II) acetate). The solvent is O1CCOCC1 (dioxane). Conditions: temperature 120 celsius. Yields the product C(C)OC(=C)C1=NC(=NC(=C1C)COCC(F)(F)F)NC1=CC(=C(C=C1)N1C=NC(=C1)C)OC (4-(1-Ethoxyvinyl)-N-(3-methoxy-4-(4-methyl-1H-imidazol-1-yl)phenyl)-5-methyl-6-((2,2,2-trifluoroethoxy)methyl)pyrimidin-2-amine). Isolated yield 47.4%. Reaction SMILES: Cl[C:2]1[N:7]=[C:6]([C:8]([O:10][CH2:11][CH3:12])=[CH2:9])[C:5]([CH3:13])=[C:4]([CH2:14][O:15][CH2:16][C:17]([F:20])([F:19])[F:18])[N:3]=1.[CH3:21][O:22][C:23]1[CH:24]=[C:25]([CH:27]=[CH:28][C:29]=1[N:30]1[CH:34]=[C:33]([CH3:35])[N:32]=[CH:31]1)[NH2:26].C1(P(C2CCCCC2)C2C=CC=CC=2C2C=CC=CC=2)CCCCC1.C(=O)([O-])[O-].[Cs+].[Cs+]>O1CCOCC1.C([O-])(=O)C.[Pd+2].C([O-])(=O)C>[CH2:11]([O:10][C:8]([C:6]1[C:5]([CH3:13])=[C:4]([CH2:14][O:15][CH2:16][C:17]([F:20])([F:19])[F:18])[N:3]=[C:2]([NH:26][C:25]2[CH:27]=[CH:28][C:29]([N:30]3[CH:34]=[C:33]([CH3:35])[N:32]=[CH:31]3)=[C:23]([O:22][CH3:21])[CH:24]=2)[N:7]=1)=[CH2:9])[CH3:12] |f:3.4.5,7.8.9|. Procedure: 2-Chloro-4-(1-ethoxyvinyl)-5-methyl-6-((2,2,2-trifluoroethoxy)methyl)pyrimidine (70 mg, 0.23 mmol), 3-methoxy-4-(4-methyl-1H-imidazol-1-yl)aniline (46 mg, 0.23 mmol), palladium(II) acetate (8 mg, 0.03 mmol), 2-(dicyclohexylphosphino)biphenyl (12 mg, 0.03 mmol) and cesium carbonate (147 mg, 0.45 mmol) were mixed in dioxane (4 mL). The vial was capped, evacuated and flushed with nitrogen. The reaction mixture was heated by microwave irradiation at 120° C. for 1.5 h. The mixture was filtered throug... Reactants: Cc1ccc(Cl)nn1, [H-], [Na+], CN(C)C=O, O, COC(c1ccccc1)(c1ccccc1)C(O)C(=O)O. Yields the product COC(c1ccccc1)(c1ccccc1)C(Oc1ccc(C)nn1)C(=O)O. RXN SMILES: [Cl:23][c:24]1[n:25][n:26][c:27]([CH3:30])[cH:28][cH:29]1.[H-:22].[Na+:21].[O:32]=[CH:33][N:34]([CH3:35])[CH3:36].[OH2:31].[OH:1][CH:2]([C:3](=[O:4])[OH:5])[C:6]([c:7]1[cH:8][cH:9][cH:10][cH:11][cH:12]1)([c:13]1[cH:14][cH:15][cH:16][cH:17][cH:18]1)[O:19][CH3:20]>>[O:1]([CH:2]([C:3](=[O:4])[OH:5])[C:6]([c:7]1[cH:8][cH:9][cH:10][cH:11][cH:12]1)([c:13]1[cH:14][cH:15][cH:16][cH:17][cH:18]1)[O:19][CH3:20])[c:24]1[n:25][n:26][c:27]([CH3:30])[cH:28][cH:29]1. The reactants are O=[N+]([O-])c1c(Cl)ccnc1OCc1ccccc1, CCOC(C)=O, COCCOC, OB(O)c1ccc(OC(F)F)cc1Cl, O, O, Cl[Pd]Cl, c1ccc(P(c2ccccc2)c2ccccc2)cc1, c1ccc(P(c2ccccc2)c2ccccc2)cc1. The product is O=[N+]([O-])c1c(-c2ccc(OC(F)F)cc2Cl)ccnc1OCc1ccccc1. As a reaction SMILES: [CH2:1]([c:2]1[cH:3][cH:4][cH:5][cH:6][cH:7]1)[O:8][c:9]1[n:10][cH:11][cH:12][c:13]([Cl:18])[c:14]1[N+:15](=[O:16])[O-:17].[CH3:33][CH2:34][O:35][C:36]([CH3:37])=[O:38].[CH3:40][O:41][CH2:42][CH2:43][O:44][CH3:45].[Cl:19][c:20]1[c:21]([B:30]([OH:31])[OH:32])[cH:22][cH:23][c:24]([O:26][CH:27]([F:28])[F:29])[cH:25]1.[OH2:39].[OH2:46].[Pd:47]([Cl:48])[Cl:49].[c:50]1([P:51]([c:52]2[cH:53][cH:54][cH:55][cH:56][cH:57]2)[c:58]2[cH:59][cH:60][cH:61][cH:62][cH:63]2)[cH:64][cH:65][cH:66][cH:67][cH:68]1.[c:69]1([P:70]([c:71]2[cH:72][cH:73][cH:74][cH:75][cH:76]2)[c:77]2[cH:78][cH:79][cH:80][cH:81][cH:82]2)[cH:83][cH:84][cH:85][cH:86][cH:87]1>>[CH2:1]([c:2]1[cH:3][cH:4][cH:5][cH:6][cH:7]1)[O:8][c:9]1[n:10][cH:11][cH:12][c:13](-[c:21]2[c:20]([Cl:19])[cH:25][c:24]([O:26][CH:27]([F:28])[F:29])[cH:23][cH:22]2)[c:14]1[N+:15](=[O:16])[O-:17].